describe an organic reaction: reactants, conditions, products, and yield From a dataset of the Open Reaction Database (ORD), a public repository of structured organic reaction records. The reactants are NC=1C=C(OC2=C3C(=NC=C2)NC(N3)=O)C=CC1 (7-(3-aminophenoxy)-1H-imidazo[4,5-b]-pyridin-2(3H)-one), FC(C=1C=C(C(=O)Cl)C=C(C1)Cl)(F)F (3-trifluoromethyl-5-chlorobenzoyl chloride). The product is O=C1NC=2C(=NC=CC2OC=2C=C(C=CC2)NC(C2=CC(=CC(=C2)Cl)C(F)(F)F)=O)N1 (N-(3-(2-oxo-2,3-dihydro-1H-imidazo[4,5-b]pyridin-7-yloxy)phenyl)-3-trifluoromethyl-5-chloro-benzamide). Yield: 29.8%. Reaction SMILES: [NH2:1][C:2]1[CH:3]=[C:4]([CH:16]=[CH:17][CH:18]=1)[O:5][C:6]1[CH:11]=[CH:10][N:9]=[C:8]2[NH:12][C:13](=[O:15])[NH:14][C:7]=12.[F:19][C:20]([F:32])([F:31])[C:21]1[CH:22]=[C:23]([CH:27]=[C:28]([Cl:30])[CH:29]=1)[C:24](Cl)=[O:25]>>[O:15]=[C:13]1[NH:12][C:8]2=[N:9][CH:10]=[CH:11][C:6]([O:5][C:4]3[CH:3]=[C:2]([NH:1][C:24](=[O:25])[C:23]4[CH:27]=[C:28]([Cl:30])[CH:29]=[C:21]([C:20]([F:32])([F:19])[F:31])[CH:22]=4)[CH:18]=[CH:17][CH:16]=3)=[C:7]2[NH:14]1. Reported procedure: Method H was used with 7-(3-aminophenoxy)-1H-imidazo[4,5-b]-pyridin-2(3H)-one and 3-trifluoromethyl-5-chlorobenzoyl chloride to afford the title compound (28 mg, 29.8%). 1H-NMR (δ, ppm, DMSO-d6): 6.50 (d, 1H, HPy,5, J=5.9 Hz), 6.94-6.96 (m, 1H, Harom), 7.45 (t, 1H, Harom-5, J=8.2 Hz), 7.59 (s, 1H, Harom-2), 7.63-7.65 (m, 1H, Harom), 7.81 (d, 1H, HPy,6, J=5.9 Hz), 8.12 (s, 1H, Harom′), 8.22 (s, 1H, Harom′), 8.30 (s, 1H, Harom′), 10.60 (s, 1H, NHamide), 11.20 (s, 1H, NHPy7), 11.39 (s, 1H, NHPy9). ... Starting materials: CCN(C(C)C)C(C)C (DIPEA), ice, ClC1=CC=C(C=C1)[C@@H]1N(C(CC2=CC(=C(C=C12)OC(C)C)OC)=O)C1=CC=C(C=C1)C1(CNC1)O ((S)-1-(4-Chloro-phenyl)-2-[4-(3-hydroxy-azetidin-3-yl)-phenyl]-7-isopropoxy-6-methoxy-1,4-dihydro-2H-isoquinolin-3-one), C(C)(=O)Cl (acetyl chloride). The solvent is C(Cl)Cl (DCM), C(=O)(O)[O-].[Na+] (NaHCO3). The product is C(C)(=O)N1CC(C1)(O)C1=CC=C(C=C1)N1[C@H](C2=CC(=C(C=C2CC1=O)OC)OC(C)C)C1=CC=C(C=C1)Cl ((S)-2-[4-(1-Acetyl-3-hydroxy-azetidin-3-yl)-phenyl]-1-(4-chloro-phenyl)-7-isopropoxy-6-methoxy-1,4-dihydro-2H-isoquinolin-3-one). As a reaction SMILES: [Cl:1][C:2]1[CH:7]=[CH:6][C:5]([C@H:8]2[C:17]3[C:12](=[CH:13][C:14]([O:22][CH3:23])=[C:15]([O:18][CH:19]([CH3:21])[CH3:20])[CH:16]=3)[CH2:11][C:10](=[O:24])[N:9]2[C:25]2[CH:30]=[CH:29][C:28]([C:31]3([OH:35])[CH2:34][NH:33][CH2:32]3)=[CH:27][CH:26]=2)=[CH:4][CH:3]=1.CCN(C(C)C)C(C)C.[C:45](Cl)(=[O:47])[CH3:46]>C(Cl)Cl.C([O-])(O)=O.[Na+]>[C:45]([N:33]1[CH2:34][C:31]([C:28]2[CH:29]=[CH:30][C:25]([N:9]3[C:10](=[O:24])[CH2:11][C:12]4[C:17](=[CH:16][C:15]([O:18][CH:19]([CH3:20])[CH3:21])=[C:14]([O:22][CH3:23])[CH:13]=4)[C@@H:8]3[C:5]3[CH:6]=[CH:7][C:2]([Cl:1])=[CH:3][CH:4]=3)=[CH:26][CH:27]=2)([OH:35])[CH2:32]1)(=[O:47])[CH3:46] |f:4.5|. Procedure details: A solution of (S)-1-(4-chloro-phenyl)-2-[4-(3-hydroxy-azetidin-3-yl)-phenyl]-7-isopropoxy-6-methoxy-1,4-dihydro-2H-isoquinolin-3-one (example 56) (40 mg, 0.081 mmol) in DCM (2 ml) was immersed in an ice-bath. DIPEA (Fluka) (0.043 ml, 0.243 mmol) was added, followed by acetyl chloride (Aldrich) (7.50 μl, 0.105 mmol). Afterwards the reaction was stirred in the ice-bath for 30 min. The reaction mixture was taken up in aqueous NaHCO3 solution. The organic phase was extracted two times with DCM. The ... Yields the product C1(=CC=CC=C1)CC(=O)O (phenylacetic acid). Reported procedure: 1.34 g of 7a,8,9,10,11,11a-hexahydro-4-oxo-4H-pyrido[3,2,1-jk]carbazole-5-carboxylic acid was suspended in 20 ml of methylene chloride and 0.85 ml of triethylamine was added to the suspension while ice-cooling followed by allowing the mixture to react for 10 minutes. Then, 0.85 ml of isobutyl chloroformate was added thereto dropwise and allowed to react for 30 minutes at the same temperature as above. To the reaction mixture were added 110 ml of a 10% aqueous sodium hydroxide solution having dis... Reaction SMILES: O=C1C2C=CC=C3C4C(N(C=23)C=C1C(O)=O)CCCC4.ClC(OCC(C)C)=O.[OH-].[Na+].[CH:31]1[CH:36]=[CH:35][C:34]([C@@H:37](N)[C:38]([OH:40])=[O:39])=[CH:33][CH:32]=1.Cl>C(Cl)Cl.CN(C)C=O.C(N(CC)CC)C>[C:34]1([CH2:37][C:38]([OH:40])=[O:39])[CH:35]=[CH:36][CH:31]=[CH:32][CH:33]=1 |f:2.3|. The reactants are O=C1C(=CN2C3=C1C=CC=C3C3CCCCC23)C(=O)O (7a,8,9,10,11,11a-hexahydro-4-oxo-4H-pyrido[3,2,1-jk]carbazole-5-carboxylic acid), Cl (hydrochloric acid), C1=CC=C(C=C1)[C@H](C(=O)O)N (D-(-)-phenylglycine), ClC(=O)OCC(C)C (isobutyl chloroformate), [OH-].[Na+] (sodium hydroxide). The solvent is C(C)N(CC)CC (triethylamine), CN(C=O)C (dimethylformamide), C(Cl)Cl (methylene chloride).